Dataset: the Open Reaction Database (ORD), a public repository of structured organic reaction records. Task: describe an organic reaction: reactants, conditions, products, and yield RXN SMILES: [C:1]([CH2:3][CH2:4][C:5]1[N:6]=[C:7]([F:29])[N:8]([C:10]([C:23]2[CH:28]=[CH:27][CH:26]=[CH:25][CH:24]=2)([C:17]2[CH:22]=[CH:21][CH:20]=[CH:19][CH:18]=2)[C:11]2[CH:16]=[CH:15][CH:14]=[CH:13][CH:12]=2)[CH:9]=1)#[N:2].[OH-].[K+].OO.CC[O:36]CC>CC(C)=O>[C:1]([CH2:3][CH2:4][C:5]1[N:6]=[C:7]([F:29])[N:8]([C:10]([C:11]2[CH:16]=[CH:15][CH:14]=[CH:13][CH:12]=2)([C:23]2[CH:28]=[CH:27][CH:26]=[CH:25][CH:24]=2)[C:17]2[CH:18]=[CH:19][CH:20]=[CH:21][CH:22]=2)[CH:9]=1)(=[O:36])[NH2:2] |f:1.2|. Product: C(N)(=O)CCC=1N=C(N(C1)C(C1=CC=CC=C1)(C1=CC=CC=C1)C1=CC=CC=C1)F (4-(2-carbamoylethyl)-2-fluoro-1-triphenylmethylimidazole). Run in CC(=O)C (acetone). Procedure details: 4-(2-Cyanoethyl)-2-fluoro-1-triphenylmethylimidazole was dissolved in acetone and treated with aqueous KOH. Hydrogen peroxide was added in portions over seven days at ambient temperature. Extractive work-up and trituration with ether gave 4-(2-carbamoylethyl)-2-fluoro-1-triphenylmethylimidazole, having the following n.m.r. spectrum in CDCl3 : 2.58 (m, 4H); 5.3 (br s, 1H; 6.0 (br s, 1H); 6.26 (s, 1H); 7.0-7.35 (m, 15H). The reactants are CCOCC (ether), C(#N)CCC=1N=C(N(C1)C(C1=CC=CC=C1)(C1=CC=CC=C1)C1=CC=CC=C1)F (4-(2-Cyanoethyl)-2-fluoro-1-triphenylmethylimidazole), OO (Hydrogen peroxide), [OH-].[K+] (KOH).